This data is from the Open Reaction Database (ORD), a public repository of structured organic reaction records. The task is: describe an organic reaction: reactants, conditions, products, and yield The reactants are C(C(=O)C)C1CN(CC(C1=O)C)CC1=CC=CC=C1 (3-acetonyl-1-benzyl-5-methyl-4-piperidone), ClC1=CC=C(CN)C=C1 (p-chlorobenzylamine). Product: C(C1=CC=CC=C1)N1CC2=C(C(C1)C)N(C(=C2)C)CC2=CC=C(C=C2)Cl (5-Benzyl-1-(p-chlorobenzyl)-4,5,6,7-tetrahydro-2,7-dimethyl-1H-pyrrolo[3,2-c]pyridine). As a reaction SMILES: [CH2:1]([CH:5]1[C:10](=O)[CH:9]([CH3:12])[CH2:8][N:7]([CH2:13][C:14]2[CH:19]=[CH:18][CH:17]=[CH:16][CH:15]=2)[CH2:6]1)[C:2]([CH3:4])=O.[Cl:20][C:21]1[CH:28]=[CH:27][C:24]([CH2:25][NH2:26])=[CH:23][CH:22]=1>>[CH2:13]([N:7]1[CH2:8][CH:9]([CH3:12])[C:10]2[N:26]([CH2:25][C:24]3[CH:27]=[CH:28][C:21]([Cl:20])=[CH:22][CH:23]=3)[C:2]([CH3:4])=[CH:1][C:5]=2[CH2:6]1)[C:14]1[CH:19]=[CH:18][CH:17]=[CH:16][CH:15]=1. Reported procedure: Using a procedure analogous to Example 3, 3-acetonyl-1-benzyl-5-methyl-4-piperidone may be reacted with p-chlorobenzylamine to give the title compound. The reactants are [Al+3], O=C([O-])O, C1CCOC1, Cl, CN1CCNc2cc(F)ccc2CC1, [H-], [H-], [H-], [H-], [Li+], O=N[O-], [Na+], [Na+], O. Product: CN1CCc2ccc(F)cc2N(N)CC1. As a reaction SMILES: [Al+3:25].[C:19](=[O:20])([OH:21])[O-:22].[CH2:32]1[O:33][CH2:34][CH2:35][CH2:36]1.[ClH:30].[F:1][c:2]1[cH:3][cH:4][c:5]2[c:6]([cH:14]1)[NH:7][CH2:8][CH2:9][N:10]([CH3:13])[CH2:11][CH2:12]2.[H-:24].[H-:27].[H-:28].[H-:29].[Li+:26].[N:15]([O-:16])=[O:17].[Na+:18].[Na+:23].[OH2:31]>>[F:1][c:2]1[cH:3][cH:4][c:5]2[c:6]([cH:14]1)[N:7]([NH2:15])[CH2:8][CH2:9][N:10]([CH3:13])[CH2:11][CH2:12]2.